This data is from the Open Reaction Database (ORD), a public repository of structured organic reaction records. The task is: describe an organic reaction: reactants, conditions, products, and yield Starting materials: CS(C)=O, C=C(Cl)c1c(-n2ccnc2)nc(C)nc1C(F)(F)F, C1CCC2=NCCCN2CC1, O. The product is C#Cc1c(-n2ccnc2)nc(C)nc1C(F)(F)F. RXN SMILES: [CH3:32][S:33]([CH3:34])=[O:35].[Cl:1][C:2](=[CH2:3])[c:4]1[c:5](-[n:15]2[cH:16][n:17][cH:18][cH:19]2)[n:6][c:7]([CH3:14])[n:8][c:9]1[C:10]([F:11])([F:12])[F:13].[N:20]12[CH2:21][CH2:22][CH2:23][N:24]=[C:25]1[CH2:26][CH2:27][CH2:28][CH2:29][CH2:30]2.[OH2:31]>>[C:2](#[CH:3])[c:4]1[c:5](-[n:15]2[cH:16][n:17][cH:18][cH:19]2)[n:6][c:7]([CH3:14])[n:8][c:9]1[C:10]([F:11])([F:12])[F:13]. Starting materials: ClCCl, O=C(OO)c1cccc(Cl)c1, FC(F)(F)Sc1ccccc1-c1ccccc1. Yields the product O=S(c1ccccc1-c1ccccc1)C(F)(F)F. RXN SMILES: [CH2:29]([Cl:30])[Cl:31].[Cl:1][c:2]1[cH:3][cH:4][cH:5][c:6]([C:7]([O:8][OH:10])=[O:9])[cH:11]1.[F:12][C:13]([S:14][c:15]1[c:16](-[c:21]2[cH:22][cH:23][cH:24][cH:25][cH:26]2)[cH:17][cH:18][cH:19][cH:20]1)([F:27])[F:28]>>[O:9]=[S:14]([C:13]([F:12])([F:27])[F:28])[c:15]1[c:16](-[c:21]2[cH:22][cH:23][cH:24][cH:25][cH:26]2)[cH:17][cH:18][cH:19][cH:20]1. The reactants are CCOCC(=O)Cl, ClCCl, Cc1nc(Cl)c(N)c(NCC2(O)CCOCC2)c1C. Product: CCOCC(=O)Nc1c(Cl)nc(C)c(C)c1NCC1(O)CCOCC1. As a reaction SMILES: [CH2:1]([CH3:2])[O:3][CH2:4][C:5](=[O:6])[Cl:7].[Cl:27][CH2:28][Cl:29].[NH2:8][c:9]1[c:10]([Cl:26])[n:11][c:12]([CH3:25])[c:13]([CH3:24])[c:14]1[NH:15][CH2:16][C:17]1([OH:23])[CH2:18][CH2:19][O:20][CH2:21][CH2:22]1>>[CH2:1]([CH3:2])[O:3][CH2:4][C:5](=[O:6])[NH:8][c:9]1[c:10]([Cl:26])[n:11][c:12]([CH3:25])[c:13]([CH3:24])[c:14]1[NH:15][CH2:16][C:17]1([OH:23])[CH2:18][CH2:19][O:20][CH2:21][CH2:22]1. The reactants are C(C)(C)(C)OC(C(=O)OC)C=1C(=C2C(=NC1C)NC=C2)C=2C=C1CCCOC1=CC2 (methyl 2-(tert-butoxy)-2-(4-(chroman-6-yl)-6-methyl-1H-pyrrolo[2,3-b]pyridin-5-yl)acetate), FC1=C(CBr)C=C(C=C1)F (2,5-difluorobenzyl bromide). Product: C(C)(C)(C)OC(C(=O)O)C=1C(=C2C(=NC1C)N(C=C2)CC2=C(C=CC(=C2)F)F)C=2C=C1CCCOC1=CC2 (2-(tert-butoxy)-2-(4-(chroman-6-yl)-1-(2,5-difluorobenzyl)-6-methyl-1H-pyrrolo[2,3-b]pyridin-5-yl)acetic acid). As a reaction SMILES: [C:1]([O:5][CH:6]([C:11]1[C:12]([C:21]2[CH:22]=[C:23]3[C:28](=[CH:29][CH:30]=2)[O:27][CH2:26][CH2:25][CH2:24]3)=[C:13]2[CH:20]=[CH:19][NH:18][C:14]2=[N:15][C:16]=1[CH3:17])[C:7]([O:9]C)=[O:8])([CH3:4])([CH3:3])[CH3:2].[F:31][C:32]1[CH:39]=[CH:38][C:37]([F:40])=[CH:36][C:33]=1[CH2:34]Br>>[C:1]([O:5][CH:6]([C:11]1[C:12]([C:21]2[CH:22]=[C:23]3[C:28](=[CH:29][CH:30]=2)[O:27][CH2:26][CH2:25][CH2:24]3)=[C:13]2[CH:20]=[CH:19][N:18]([CH2:34][C:33]3[CH:36]=[C:37]([F:40])[CH:38]=[CH:39][C:32]=3[F:31])[C:14]2=[N:15][C:16]=1[CH3:17])[C:7]([OH:9])=[O:8])([CH3:4])([CH3:3])[CH3:2]. Reported procedure: The title compound was prepared in a manner similar to that described in Example 27, Step H from methyl 2-(tert-butoxy)-2-(4-(chroman-6-yl)-6-methyl-1H-pyrrolo[2,3-b]pyridin-5-yl)acetate and 2,5-difluorobenzyl bromide. 1H NMR (400 MHz, CHLOROFORM-d) δ ppm 7.50-7.41 (m, 1 H), 7.23-7.17 (m, 1 H), 7.14 (t, J=3.4 Hz, 1 H), 7.06 (td, J=4.5, 9.3 Hz, 1 H), 7.01-6.92 (m, 3 H), 6.32 (dd, J=3.5, 11.3 Hz, 1 H), 5.64-5.53 (m, 3 H), 4.29 (t, J=4.6 Hz, 2 H), 2.96-2.80 (m, 2 H), 2.79 (s, 3 H), 2.09 (d, J=5.3 H... Starting materials: ClCCl, COc1ccccc1CCCCC(=O)Nc1cc(C2CCN(C(=O)OC(C)(C)C)CC2)c(F)cc1F, O=C(O)C(F)(F)F. Product: COc1ccccc1CCCCC(=O)Nc1cc(C2CCNCC2)c(F)cc1F. As a reaction SMILES: [Cl:44][CH2:45][Cl:46].[F:1][c:2]1[c:3]([CH:24]2[CH2:25][CH2:26][N:27]([C:30]([O:31][C:32]([CH3:33])([CH3:34])[CH3:35])=[O:36])[CH2:28][CH2:29]2)[cH:4][c:5]([NH:9][C:10]([CH2:11][CH2:12][CH2:13][CH2:14][c:15]2[c:16]([O:21][CH3:22])[cH:17][cH:18][cH:19][cH:20]2)=[O:23])[c:6]([F:8])[cH:7]1.[OH:37][C:38]([C:39]([F:40])([F:41])[F:42])=[O:43]>>[F:1][c:2]1[c:3]([CH:24]2[CH2:25][CH2:26][NH:27][CH2:28][CH2:29]2)[cH:4][c:5]([NH:9][C:10]([CH2:11][CH2:12][CH2:13][CH2:14][c:15]2[c:16]([O:21][CH3:22])[cH:17][cH:18][cH:19][cH:20]2)=[O:23])[c:6]([F:8])[cH:7]1. Starting materials: [C@@H]1(C[C@H](O)[C@@H](CO)O1)N1C(=O)NC(=O)C(C)=C1 (Thymidine), C(C)O (ethanol). Run in CN(C=O)C (DMF). Run at temperature 70 celsius. Yields the product CC1=CN2[C@H]3C[C@@H]([C@H](O3)CO)OC2=NC1=O (2,3'-anhydrothymidine). The yield is 60.3%. As a reaction SMILES: [C@@H:1]1([N:9]2[CH:17]=[C:15]([CH3:16])[C:13](=[O:14])[NH:12][C:10]2=[O:11])[O:8][C@H:5]([CH2:6][OH:7])[C@@H:3](O)[CH2:2]1.C(O)C>CN(C)C=O>[CH3:16][C:15]1[C:13](=[O:14])[N:12]=[C:10]2[N:9]([C@@H:1]3[O:8][C@H:5]([CH2:6][OH:7])[C@@H:3]([O:11]2)[CH2:2]3)[CH:17]=1. Reported procedure: Thymidine (85.4 g; 0.353 mol) was dissolved in 500 mL dry DMF (dimethyl formamide) and added to N-(2-chloro-1,1,2-trifluoroethyl)dielthylamine (100.3 g; 0.529 mol) [prepared according to the method of D. E. Ayer, J. Med. Chem. 6, 608 (1963)]. This solution was heated at 70° C. for 30 minutes then poured into 950 mL ethanol with vigorous stirring. The product precipitated from this solution and was filtered. The ethanol supernatant was refrigerated then filtered to yield a total of 47.75 g (0.213... Starting materials: C1(CCCCC1)CCO (2-Cyclohexylethanol), OC1=CC=C(C(=O)OCC)C=C1 (ethyl 4-hydroxybenzoate). Product: C1(CCCCC1)CCOC1=CC=C(C(=O)OCC)C=C1 (ethyl 4-(2-cyclohexylethoxy)benzoate). As a reaction SMILES: [CH:1]1([CH2:7][CH2:8][OH:9])[CH2:6][CH2:5][CH2:4][CH2:3][CH2:2]1.O[C:11]1[CH:21]=[CH:20][C:14]([C:15]([O:17][CH2:18][CH3:19])=[O:16])=[CH:13][CH:12]=1>>[CH:1]1([CH2:7][CH2:8][O:9][C:11]2[CH:21]=[CH:20][C:14]([C:15]([O:17][CH2:18][CH3:19])=[O:16])=[CH:13][CH:12]=2)[CH2:6][CH2:5][CH2:4][CH2:3][CH2:2]1. Procedure details: 2-Cyclohexylethanol 15-1 (3.2 g, 25 mmol) and ethyl 4-hydroxybenzoate 15-2 (4.15 g, 25 mmol) were reacted as in Example 14. The product 15-3 was obtained as a waxy solid. Reactants: CCOC(=O)Cn1c(C)cc(OS(=O)(=O)C(F)(F)F)c(C(C)=O)c1=O, O=C([O-])[O-], CC(C)c1ccccc1B(O)O, [K+], [K+], c1ccc(P(c2ccccc2)(c2ccccc2)[Pd](P(c2ccccc2)(c2ccccc2)c2ccccc2)(P(c2ccccc2)(c2ccccc2)c2ccccc2)P(c2ccccc2)(c2ccccc2)c2ccccc2)cc1. The product is CCOC(=O)Cn1c(C)cc(-c2ccccc2C(C)C)c(C(C)=O)c1=O. RXN SMILES: [C:1]([CH3:2])(=[O:3])[c:4]1[c:5](=[O:25])[n:6]([CH2:19][C:20](=[O:21])[O:22][CH2:23][CH3:24])[c:7]([CH3:18])[cH:8][c:9]1[O:10][S:11]([C:12]([F:13])([F:14])[F:15])(=[O:16])=[O:17].[C:38](=[O:39])([O-:40])[O-:41].[CH:26]([CH3:27])([CH3:28])[c:29]1[c:30]([B:35]([OH:36])[OH:37])[cH:31][cH:32][cH:33][cH:34]1.[K+:42].[K+:43].[cH:44]1[cH:45][cH:46][c:47]([P:48]([Pd:49]([P:50]([c:51]2[cH:52][cH:53][cH:54][cH:55][cH:56]2)([c:57]2[cH:58][cH:59][cH:60][cH:61][cH:62]2)[c:63]2[cH:64][cH:65][cH:66][cH:67][cH:68]2)([P:69]([c:70]2[cH:71][cH:72][cH:73][cH:74][cH:75]2)([c:76]2[cH:77][cH:78][cH:79][cH:80][cH:81]2)[c:82]2[cH:83][cH:84][cH:85][cH:86][cH:87]2)[P:88]([c:89]2[cH:90][cH:91][cH:92][cH:93][cH:94]2)([c:95]2[cH:96][cH:97][cH:98][cH:99][cH:100]2)[c:101]2[cH:102][cH:103][cH:104][cH:105][cH:106]2)([c:107]2[cH:108][cH:109][cH:110][cH:111][cH:112]2)[c:113]2[cH:114][cH:115][cH:116][cH:117][cH:118]2)[cH:119][cH:120]1>>[C:1]([CH3:2])(=[O:3])[c:4]1[c:5](=[O:25])[n:6]([CH2:19][C:20](=[O:21])[O:22][CH2:23][CH3:24])[c:7]([CH3:18])[cH:8][c:9]1-[c:30]1[c:29]([CH:26]([CH3:27])[CH3:28])[cH:34][cH:33][cH:32][cH:31]1. Starting materials: C(C)OCC (diethyl ether), [H-].[Na+] (sodium hydride), C(C1=CC=CC=C1)OC1=CC=C(O[C@H]2[C@H](CC3=CC=CC=C23)NC(=O)OC(C)(C)C)C=C1 ((±)cis-1-(4-benzyloxy phenoxy)-2-tert-butoxycarbonylaminoindane), IC (iodomethane). Run in hexanes, CN(C=O)C (N,N-dimethylformamide), CN(C=O)C (N,N-dimethylformamide). Product: C(C1=CC=CC=C1)OC1=CC=C(O[C@H]2[C@H](CC3=CC=CC=C23)N(C(=O)OC(C)(C)C)C)C=C1 ((±)cis-1-(4Benzyloxyphenoxy)-2-(N-methyl-N-tert-butoxycarbonylamino)indane). RXN SMILES: [H-].[Na+].[CH2:3]([O:10][C:11]1[CH:34]=[CH:33][C:14]([O:15][C@@H:16]2[C:24]3[C:19](=[CH:20][CH:21]=[CH:22][CH:23]=3)[CH2:18][C@@H:17]2[NH:25][C:26]([O:28][C:29]([CH3:32])([CH3:31])[CH3:30])=[O:27])=[CH:13][CH:12]=1)[C:4]1[CH:9]=[CH:8][CH:7]=[CH:6][CH:5]=1.IC.[CH2:37](OCC)C>CN(C)C=O>[CH2:3]([O:10][C:11]1[CH:34]=[CH:33][C:14]([O:15][C@@H:16]2[C:24]3[C:19](=[CH:20][CH:21]=[CH:22][CH:23]=3)[CH2:18][C@@H:17]2[N:25]([CH3:37])[C:26]([O:28][C:29]([CH3:30])([CH3:31])[CH3:32])=[O:27])=[CH:13][CH:12]=1)[C:4]1[CH:5]=[CH:6][CH:7]=[CH:8][CH:9]=1 |f:0.1|. Reported procedure: The title compound was prepared in a similar manner to Preparation 19 from sodium hydride (80% disp. in oil, 83 mg, 2.76 mmol) in dry N,N-dimethylformamide (5 ml), (±)cis-1-(4-benzyloxy phenoxy)-2-tert-butoxycarbonylaminoindane (1 g, 2.3 mmol) in N,N-dimethylformamide (5 ml) and iodomethane (175 μl, 2.76 mmol). Column chromatography on silica gel eluting with a gradient of 10-15% diethyl ether in hexanes afforded the title compound (968 mg) as a colourless oil. The reactants are BrC1=COC=C1 (3-bromofuran), CC=1N=COC1C(CC)=O (4-methyl-5-propionyloxazole). Yields the product O1C=C(C=C1)C(CC)(O)C1=C(N=CO1)C (1-(3-Furyl)-1-(4-methyl-5-oxazolyl)propanol). Reaction SMILES: Br[C:2]1[CH:6]=[CH:5][O:4][CH:3]=1.[CH3:7][C:8]1[N:9]=[CH:10][O:11][C:12]=1[C:13](=[O:16])[CH2:14][CH3:15]>>[O:4]1[CH:5]=[CH:6][C:2]([C:13]([C:12]2[O:11][CH:10]=[N:9][C:8]=2[CH3:7])([OH:16])[CH2:14][CH3:15])=[CH:3]1. Procedure: Starting with 3-bromofuran and 4-methyl-5-propionyloxazole and following the general method of Example 4 the title compound was prepared.